describe an organic reaction: reactants, conditions, products, and yield From a dataset of the Open Reaction Database (ORD), a public repository of structured organic reaction records. Starting materials: [Cl-].[NH4+] (ammonium chloride), [N-]=[N+]=[N-].[Na+] (sodium azide), C(C)OC=1C=C(C=CC1OCC)C=1SC=C(N1)C1=NC(=CC=C1)C#N (2-(3,4-diethoxyphenyl)-4-(6-cyano-2-pyridyl)thiazole), Cl (hydrochloric acid). Run in CN(C=O)C (dimethylformamide). Conditions: temperature 120 celsius, time 9 hour. The product is C(C)OC=1C=C(C=CC1OCC)C=1SC=C(N1)C1=NC(=CC=C1)C1=NN=NN1 (2-(3,4-diethoxyphenyl)-4-[6-(1,2,3,4-tetrazol-5-yl)-2-pyridyl]thiazole). Isolated yield 70.7%. RXN SMILES: [Cl-].[NH4+].[N-:3]=[N+:4]=[N-:5].[Na+].[CH2:7]([O:9][C:10]1[CH:11]=[C:12]([C:19]2[S:20][CH:21]=[C:22]([C:24]3[CH:29]=[CH:28][CH:27]=[C:26]([C:30]#[N:31])[N:25]=3)[N:23]=2)[CH:13]=[CH:14][C:15]=1[O:16][CH2:17][CH3:18])[CH3:8].Cl>CN(C)C=O>[CH2:7]([O:9][C:10]1[CH:11]=[C:12]([C:19]2[S:20][CH:21]=[C:22]([C:24]3[CH:29]=[CH:28][CH:27]=[C:26]([C:30]4[NH:31][N:5]=[N:4][N:3]=4)[N:25]=3)[N:23]=2)[CH:13]=[CH:14][C:15]=1[O:16][CH2:17][CH3:18])[CH3:8] |f:0.1,2.3|. Procedure: 280 mg of ammonium chloride and 380 mg of sodium azide were added to a solution of 1.5 g of 2-(3,4-diethoxyphenyl)-4-(6-cyano-2-pyridyl)thiazole dissolved in 30 ml of dimethylformamide. The mixture was stirred at 120° C. for 9 hours. To the reaction mixture was added diluted hydrochloric acid to make the mixture acidic, followed by extraction three times with 150 ml of ethyl acetate. The ethyl acetate layer was dried over anhydrous sodium sulfate. The solvent was removed by distillation. The res... Reactants: [OH-].[Na+] (NaOH), CO (methanol), CC(=O)C=O (methylglyoxal), N[C@@H](C)C(=O)NO (alanine hydroxamic acid), [OH-].[Na+] (NaOH), FeCl3. Run in O (water). Conditions: temperature 0 celsius, time 2 hour. Yields the product CC1=C([N+](=CC(=N1)C)[O-])O (3,5-Dimethylpyrazine-2-ol-1-oxide). Yield: 3.6%. Reaction SMILES: [NH2:1][C@H:2]([C:4]([NH:6][OH:7])=[O:5])[CH3:3].CO.[CH3:10][C:11]([CH:13]=O)=O.[OH-].[Na+]>O>[CH3:3][C:2]1[N:1]=[C:11]([CH3:13])[CH:10]=[N+:6]([O-:7])[C:4]=1[OH:5] |f:3.4|. Reported procedure: 407 mmol (42.4 g) alanine hydroxamic acid were cooled to −10° C. in 200 ml water and methanol each, 400 mmol (57 ml 40% solution) methylglyoxal were added dropwise and subsequently the pH was adjusted to approximately pH 11 with 19 ml 30% NaOH. Heating up to 0° C. was carried out within 2 h and then pH 3 was adjusted with 20% NaOH. The solution was concentrated until dryness under vacuum distillation, the residue was heated to reflux with 50 ml ethanol, after cooling filtering was carried out an... The reactants are Br, CC(=O)O, CCCCCCCc1ccc(-c2cnc(-c3ccc(OC)c(F)c3)nc2)cc1, O. Yields the product CCCCCCCc1ccc(-c2cnc(-c3ccc(O)c(F)c3)nc2)cc1. As a reaction SMILES: [BrH:34].[CH3:30][C:31](=[O:32])[OH:33].[F:1][c:2]1[cH:3][c:4](-[c:10]2[n:11][cH:12][c:13](-[c:16]3[cH:17][cH:18][c:19]([CH2:22][CH2:23][CH2:24][CH2:25][CH2:26][CH2:27][CH3:28])[cH:20][cH:21]3)[cH:14][n:15]2)[cH:5][cH:6][c:7]1[O:8][CH3:9].[OH2:29]>>[F:1][c:2]1[cH:3][c:4](-[c:10]2[n:11][cH:12][c:13](-[c:16]3[cH:17][cH:18][c:19]([CH2:22][CH2:23][CH2:24][CH2:25][CH2:26][CH2:27][CH3:28])[cH:20][cH:21]3)[cH:14][n:15]2)[cH:5][cH:6][c:7]1[OH:8]. Starting materials: CN1CCN(CC1)C1=CC=C(N)C=C1 (4-(4-methylpiperazin-1-yl)aniline), C(C=C)N1N(C2=NC(=NC=C2C1=O)SC)C1=NC(=CC=C1)N1C(N(CC1)C)=O (2-allyl-1-[6-(3-methyl-2-oxoimidazolidin-1-yl)pyridin-2-yl]-6-(methylthio)-1,2-dihydro-3H-pyrazolo[3,4-d]pyrimidin-3-one). Yields the product C(C=C)N1N(C2=NC(=NC=C2C1=O)NC1=CC=C(C=C1)N1CCN(CC1)C)C1=NC(=CC=C1)N1C(N(CC1)C)=O (2-allyl-1-[6-(3-methyl-2-oxoimidazolidin-1-yl)pyridin-2-yl]-6-{[4-(4-methylpiperazin-1-yl)phenyl]amino}-1,2-dihydro-3H-pyrazolo[3,4-d]pyrimidin-3-one). RXN SMILES: [CH3:1][N:2]1[CH2:7][CH2:6][N:5]([C:8]2[CH:14]=[CH:13][C:11]([NH2:12])=[CH:10][CH:9]=2)[CH2:4][CH2:3]1.[CH2:15]([N:18]1[C:26](=[O:27])[C:25]2[C:20](=[N:21][C:22](SC)=[N:23][CH:24]=2)[N:19]1[C:30]1[CH:35]=[CH:34][CH:33]=[C:32]([N:36]2[CH2:40][CH2:39][N:38]([CH3:41])[C:37]2=[O:42])[N:31]=1)[CH:16]=[CH2:17]>>[CH2:15]([N:18]1[C:26](=[O:27])[C:25]2[C:20](=[N:21][C:22]([NH:12][C:11]3[CH:13]=[CH:14][C:8]([N:5]4[CH2:4][CH2:3][N:2]([CH3:1])[CH2:7][CH2:6]4)=[CH:9][CH:10]=3)=[N:23][CH:24]=2)[N:19]1[C:30]1[CH:35]=[CH:34][CH:33]=[C:32]([N:36]2[CH2:40][CH2:39][N:38]([CH3:41])[C:37]2=[O:42])[N:31]=1)[CH:16]=[CH2:17]. Procedure: In the same manner as in Example 29-2, but using 4-(4-methylpiperazin-1-yl)aniline in place of [5-amino-2-(4-methylpiperazin-1-yl)phenyl]methanol used in Example 29-2 and using 2-allyl-1-[6-(3-methyl-2-oxoimidazolidin-1-yl)pyridin-2-yl]-6-(methylthio)-1,2-dihydro-3H-pyrazolo[3,4-d]pyrimidin-3-one in place of 2-allyl-6-(methylthio)-1-pyridin-2-yl-3H-pyrazolo[3,4-d]pyrimidin-3-one, 115.6 mg of the entitled compound was obtained as a yellow solid. Reactants: C(C(=O)Cl)(=O)Cl (oxalyl chloride), COC1=C(C=C(C(=O)O)C=C1)[N+](=O)[O-] (4-methoxy-3-nitrobenzoic acid), ClC1=CC=C(N)C=C1 (4-chloroaniline). The reagents and catalysts are CN(C=O)C (dimethylformamide). The product is NC=1C=C(C(=O)NC2=CC=C(C=C2)Cl)C=CC1OC (3-Amino-4-methoxy-N-(4-chlorophenyl)-benzamide). Isolated yield 27.7%. Reaction SMILES: C(Cl)(=O)C(Cl)=O.[CH3:7][O:8][C:9]1[CH:17]=[CH:16][C:12]([C:13]([OH:15])=O)=[CH:11][C:10]=1[N+:18]([O-])=O.[Cl:21][C:22]1[CH:28]=[CH:27][C:25]([NH2:26])=[CH:24][CH:23]=1>CN(C)C=O>[NH2:18][C:10]1[CH:11]=[C:12]([CH:16]=[CH:17][C:9]=1[O:8][CH3:7])[C:13]([NH:26][C:25]1[CH:27]=[CH:28][C:22]([Cl:21])=[CH:23][CH:24]=1)=[O:15]. Reported procedure: Prepared according to the procedure described for Example 1 using oxalyl chloride (5.5 mL, 63.05 mmol), 4-methoxy-3-nitrobenzoic acid (11.30 g, 57.32 mmol), dimethylformamide (1.0 mL, 1.29 mmol), and 4-chloroaniline (14.6 g, 114 mmol) to afford the product (4.4 g); m.p. 191-192° C. Reactants: ClC=1C=NC=C(C1NC(=O)C1=CC=C(C=2OC3=C(C21)C=C(C=C3)[N+](=O)[O-])OC)Cl (N-(3,5-dichloropyrid-4-yl)-4-methoxy-8-nitro dibenzo[b,d]furan-1-carboxamide), O.NN (Hydrazine hydrate). Reagents/catalysts: [Ni] (raney nickel). Run in CO (methanol). Product: ClC=1C=NC=C(C1NC(=O)C1=CC=C(C=2OC3=C(C21)C=C(C=C3)N)OC)Cl (N-(3,5-dichloropyrid-4-yl)-4-methoxy-8-amino-dibenzo[b,d]furan-1-carboxamide). The yield is 79.1%. Reaction SMILES: [Cl:1][C:2]1[CH:3]=[N:4][CH:5]=[C:6]([Cl:29])[C:7]=1[NH:8][C:9]([C:11]1[C:19]2[C:18]3[CH:20]=[C:21]([N+:24]([O-])=O)[CH:22]=[CH:23][C:17]=3[O:16][C:15]=2[C:14]([O:27][CH3:28])=[CH:13][CH:12]=1)=[O:10].O.NN>CO.[Ni]>[Cl:1][C:2]1[CH:3]=[N:4][CH:5]=[C:6]([Cl:29])[C:7]=1[NH:8][C:9]([C:11]1[C:19]2[C:18]3[CH:20]=[C:21]([NH2:24])[CH:22]=[CH:23][C:17]=3[O:16][C:15]=2[C:14]([O:27][CH3:28])=[CH:13][CH:12]=1)=[O:10] |f:1.2|. Procedure: To a suspension of N-(3,5-dichloropyrid-4-yl)-4-methoxy-8-nitro dibenzo[b,d]furan-1-carboxamide (example 38) (4.8 gm, 0.011 mol) in methanol (25 ml) was added activated raney nickel (1.44 gm, 30% w/w) and stirred at reflux for 10 min. Hydrazine hydrate (1.117 gm, 0.022 mol) was added dropwise to the above refluxing reaction mixture. The reaction was refluxed for further 30 min. and filtered through celite bed. The filterate was concentrated in vaccuo and the residue was purified using silica gel... Reactants: F[C@H]1[C@@H](CCCC1)OC=1N=C(C2=C(N1)OC(=N2)C2=CC(=C(OCC(=O)N1[C@@H](CCC1)C(=O)OC(C)(C)C)C(=C2)C)C)OCCC (tert-butyl(S)-1-(2-{4-[5-(trans-2-fluorocyclohexyloxy)-7-propoxyoxazolo[5,4-d]pyrimidin-2-yl]-2,6-dimethylphenoxy}acetyl)pyrrolidine-2-carboxylate). Solvent: ClCCl (dichloromethane), FC(C(=O)O)(F)F (trifluoroacetic acid). Reaction conditions: time 16 hour. The product is F[C@H]1[C@@H](CCCC1)OC=1N=C(C2=C(N1)OC(=N2)C2=CC(=C(OCC(=O)N1[C@@H](CCC1)C(=O)O)C(=C2)C)C)OCCC ((S)-1-(2-{4-[5-(trans-2-fluorocyclohexyloxy)-7-propoxyoxazolo[5,4-d]pyrimidin-2-yl]-2,6-dimethylphenoxy}acetyl)pyrrolidine-2-carboxylic acid). RXN SMILES: [F:1][C@@H:2]1[CH2:7][CH2:6][CH2:5][CH2:4][C@H:3]1[O:8][C:9]1[N:10]=[C:11]([O:42][CH2:43][CH2:44][CH3:45])[C:12]2[N:17]=[C:16]([C:18]3[CH:39]=[C:38]([CH3:40])[C:21]([O:22][CH2:23][C:24]([N:26]4[CH2:30][CH2:29][CH2:28][C@H:27]4[C:31]([O:33]C(C)(C)C)=[O:32])=[O:25])=[C:20]([CH3:41])[CH:19]=3)[O:15][C:13]=2[N:14]=1>ClCCl.FC(F)(F)C(O)=O>[F:1][C@@H:2]1[CH2:7][CH2:6][CH2:5][CH2:4][C@H:3]1[O:8][C:9]1[N:10]=[C:11]([O:42][CH2:43][CH2:44][CH3:45])[C:12]2[N:17]=[C:16]([C:18]3[CH:19]=[C:20]([CH3:41])[C:21]([O:22][CH2:23][C:24]([N:26]4[CH2:30][CH2:29][CH2:28][C@H:27]4[C:31]([OH:33])=[O:32])=[O:25])=[C:38]([CH3:40])[CH:39]=3)[O:15][C:13]=2[N:14]=1. Procedure: 76 mg of tert-butyl(S)-1-(2-{4-[5-(trans-2-fluorocyclohexyloxy)-7-propoxyoxazolo[5,4-d]pyrimidin-2-yl]-2,6-dimethylphenoxy}acetyl)pyrrolidine-2-carboxylate were dissolved in 1.6 ml of dichloromethane and 0.8 ml of trifluoroacetic acid. After 16 h at room temperature, the mixture was concentrated under reduced pressure and freeze-dried. This gave 83 mg of the title compound. Starting materials: O=C([O-])[O-], CCOC(=O)C(C)(C)CCCCCC(Br)c1ccccc1Cl, Cl, [K+], [K+], [Na+], CN(C)C=O, [OH-], O, c1cc2c(s1)CCNC2, c1cc2c(s1)CCNC2. Yields the product CCOC(=O)C(C)(C)CCCCCC(c1ccccc1Cl)N1CCc2sccc2C1. As a reaction SMILES: [C:44](=[O:45])([O-:46])[O-:47].[CH2:22]([CH3:23])[O:24][C:25]([C:26]([CH2:27][CH2:28][CH2:29][CH2:30][CH2:31][CH:32]([c:33]1[c:34]([Cl:39])[cH:35][cH:36][cH:37][cH:38]1)[Br:40])([CH3:41])[CH3:42])=[O:43].[ClH:1].[K+:48].[K+:49].[Na+:12].[O:51]=[CH:52][N:53]([CH3:54])[CH3:55].[OH-:11].[OH2:50].[s:13]1[c:14]2[c:19]([cH:20][cH:21]1)[CH2:18][NH:17][CH2:16][CH2:15]2.[s:2]1[cH:3][cH:4][c:5]2[c:10]1[CH2:9][CH2:8][NH:7][CH2:6]2>>[s:2]1[cH:3][cH:4][c:5]2[c:10]1[CH2:9][CH2:8][N:7]([CH:32]([CH2:31][CH2:30][CH2:29][CH2:28][CH2:27][C:26]([C:25]([O:24][CH2:22][CH3:23])=[O:43])([CH3:41])[CH3:42])[c:33]1[c:34]([Cl:39])[cH:35][cH:36][cH:37][cH:38]1)[CH2:6]2. Starting materials: C(C)(C)(C)C=1N=C(SC1)C=1OC2=C(C1)C=C(C=C2)OCC2=C(C=CC=C2)CCl (4-tert-butyl-2-[5-(2-chloromethylphenylmethoxy)benzofuran-2-yl]thiazole), [C-]#N.[K+] (potassium cyanide). The reagents and catalysts are CCCCCCCC[N+](C)(CCCCCCCC)CCCCCCCC.[Cl-] (Adogen 464). Solvent: C1(=CC=CC=C1)C (toluene), O (water). The product is C(C)(C)(C)C=1N=C(SC1)C=1OC2=C(C1)C=C(C=C2)OCC2=C(C=CC=C2)CC#N (4-tert-butyl-2-[5-(2-cyanomethylphenylmethoxy)benzofuran-2-yl]thiazole). Isolated yield 85.7%. Reaction SMILES: [C:1]([C:5]1[N:6]=[C:7]([C:10]2[O:11][C:12]3[CH:18]=[CH:17][C:16]([O:19][CH2:20][C:21]4[CH:26]=[CH:25][CH:24]=[CH:23][C:22]=4[CH2:27]Cl)=[CH:15][C:13]=3[CH:14]=2)[S:8][CH:9]=1)([CH3:4])([CH3:3])[CH3:2].[C-:29]#[N:30].[K+]>CCCCCCCC[N+](CCCCCCCC)(CCCCCCCC)C.[Cl-].C1(C)C=CC=CC=1.O>[C:1]([C:5]1[N:6]=[C:7]([C:10]2[O:11][C:12]3[CH:18]=[CH:17][C:16]([O:19][CH2:20][C:21]4[CH:26]=[CH:25][CH:24]=[CH:23][C:22]=4[CH2:27][C:29]#[N:30])=[CH:15][C:13]=3[CH:14]=2)[S:8][CH:9]=1)([CH3:4])([CH3:3])[CH3:2] |f:1.2,3.4|. Procedure: A mixture of 4-tert-butyl-2-[5-(2-chloromethylphenylmethoxy)benzofuran-2-yl]thiazole (0.8 g), potassium cyanide (0.25 g) and Adogen 464 ((Aldrich phase transfer) one drop) in a mixture of toluene (8 ml) and water (8 ml) was stirred under reflux for 4 hours. After being cooled, the organic layer was separated, washed with brine, dried over magnesium sulfate and concentrated in reduced pressure. The resulting residue was subjected to column chromatography on silica gel and eluted with toluene. The...